From a dataset of the Open Reaction Database (ORD), a public repository of structured organic reaction records. describe an organic reaction: reactants, conditions, products, and yield The reactants are CCOC(C)=O, C[Si](C)(C)CCOCn1c(S(C)(=O)=O)nc2cc(I)c(Cl)cc21, [K+], [K+], O=C([O-])[O-], C1COCCO1, c1ccc(P(c2ccccc2)(c2ccccc2)[Pd](P(c2ccccc2)(c2ccccc2)c2ccccc2)(P(c2ccccc2)(c2ccccc2)c2ccccc2)P(c2ccccc2)(c2ccccc2)c2ccccc2)cc1, OB(O)c1ccc(-c2ccn[nH]2)cc1. Yields the product C[Si](C)(C)CCOCn1c(S(C)(=O)=O)nc2cc(-c3ccc(-c4ccn[nH]4)cc3)c(Cl)cc21. As a reaction SMILES: [CH3:50][CH2:51][O:52][C:53]([CH3:54])=[O:55].[Cl:1][c:2]1[c:3]([I:23])[cH:4][c:5]2[c:6]([n:7]([CH2:14][O:15][CH2:16][CH2:17][Si:18]([CH3:19])([CH3:20])[CH3:21])[c:8]([S:10](=[O:11])(=[O:12])[CH3:13])[n:9]2)[cH:22]1.[K+:44].[K+:45].[O-:46][C:47]([O-:48])=[O:49].[O:38]1[CH2:39][CH2:40][O:41][CH2:42][CH2:43]1.[cH:56]1[cH:57][cH:58][c:59]([P:60]([Pd:61]([P:62]([c:63]2[cH:64][cH:65][cH:66][cH:67][cH:68]2)([c:69]2[cH:70][cH:71][cH:72][cH:73][cH:74]2)[c:75]2[cH:76][cH:77][cH:78][cH:79][cH:80]2)([P:81]([c:82]2[cH:83][cH:84][cH:85][cH:86][cH:87]2)([c:88]2[cH:89][cH:90][cH:91][cH:92][cH:93]2)[c:94]2[cH:95][cH:96][cH:97][cH:98][cH:99]2)[P:100]([c:101]2[cH:102][cH:103][cH:104][cH:105][cH:106]2)([c:107]2[cH:108][cH:109][cH:110][cH:111][cH:112]2)[c:113]2[cH:114][cH:115][cH:116][cH:117][cH:118]2)([c:119]2[cH:120][cH:121][cH:122][cH:123][cH:124]2)[c:125]2[cH:126][cH:127][cH:128][cH:129][cH:130]2)[cH:131][cH:132]1.[n:24]1[nH:25][c:26](-[c:29]2[cH:30][cH:31][c:32]([B:35]([OH:36])[OH:37])[cH:33][cH:34]2)[cH:27][cH:28]1>>[Cl:1][c:2]1[c:3](-[c:32]2[cH:31][cH:30][c:29](-[c:26]3[nH:25][n:24][cH:28][cH:27]3)[cH:34][cH:33]2)[cH:4][c:5]2[c:6]([n:7]([CH2:14][O:15][CH2:16][CH2:17][Si:18]([CH3:19])([CH3:20])[CH3:21])[c:8]([S:10](=[O:11])(=[O:12])[CH3:13])[n:9]2)[cH:22]1.